From a dataset of the Open Reaction Database (ORD), a public repository of structured organic reaction records. describe an organic reaction: reactants, conditions, products, and yield Starting materials: [H-].[Na+] (NaH), O (water), ClC=1C=NC=C(C1C)Cl (3,5-dichloro-4-methyl-pyridine), ClC1=NN=CC2=C(C(=CC=C12)OC)C#CCCCC1=CC=CC=C1 (1-chloro6-methoxy-5-(5-phenyl-pent-1-ynyl)-phthalazine). The solvent is CN(C)C=O (DMF), CN(C)C=O (DMF). Conditions: time 1 hour. Yields the product ClC=1C=NC=C(C1CC1=NN=CC2=C(C(=CC=C12)OC)C#CCCCC1=CC=CC=C1)Cl (1-(3,5-Dichloro-pyridin-4-ylmethyl)-6-methoxy-5-(5-phenyl-pent-1-ynyl)-phthalazine). Isolated yield 51.5%. As a reaction SMILES: [Cl:1][C:2]1[CH:3]=[N:4][CH:5]=[C:6]([Cl:9])[C:7]=1[CH3:8].[H-].[Na+].Cl[C:13]1[C:22]2[C:17](=[C:18]([C:25]#[C:26][CH2:27][CH2:28][CH2:29][C:30]3[CH:35]=[CH:34][CH:33]=[CH:32][CH:31]=3)[C:19]([O:23][CH3:24])=[CH:20][CH:21]=2)[CH:16]=[N:15][N:14]=1.O>CN(C=O)C>[Cl:1][C:2]1[CH:3]=[N:4][CH:5]=[C:6]([Cl:9])[C:7]=1[CH2:8][C:13]1[C:22]2[C:17](=[C:18]([C:25]#[C:26][CH2:27][CH2:28][CH2:29][C:30]3[CH:31]=[CH:32][CH:33]=[CH:34][CH:35]=3)[C:19]([O:23][CH3:24])=[CH:20][CH:21]=2)[CH:16]=[N:15][N:14]=1 |f:1.2|. Procedure details: A solution under N2 of 3,5-dichloro-4-methyl-pyridine (1.28 g, 7.9 mmoles) in dry DMF (15 ml) was added under stirring at room temperature with 60% NaH (316 mg, 7.9 mmoles). The mixture was stirred for 1 hour, then dropwise added with 1-chloro6-methoxy-5-(5-phenyl-pent-1-ynyl)-phthalazine (1.33 g, 3.95 mmoles), prepared as described in example 65, in dry DMF (20 ml). After 3 hours the mixture was poured into water, extracted with ethyl acetate, washed with water, anhydrified over Na2SO4 and brou...